Dataset: the Open Reaction Database (ORD), a public repository of structured organic reaction records. Task: describe an organic reaction: reactants, conditions, products, and yield Starting materials: ClCOC (chloromethylmethylether), S1C(=CC=C1)CCN (2-(2-thienyl)ethylamine), ClCOC (chloromethylmethylether). The solvent is CN(C=O)C (dimethylformamide), CN(C=O)C (dimethylformamide). Conditions: temperature 70 celsius. Yields the product Cl.S1C=CC=2CNCCC21 (4,5,6,7-tetrahydro-thieno[3,2-c]-pyridine hydrochloride). The yield is 31.4%. Reaction SMILES: [S:1]1[CH:5]=[CH:4][CH:3]=[C:2]1[CH2:6][CH2:7][NH2:8].[Cl:9][CH2:10]OC>CN(C)C=O>[ClH:9].[S:1]1[C:2]2[CH2:6][CH2:7][NH:8][CH2:10][C:3]=2[CH:4]=[CH:5]1 |f:3.4|. Reported procedure: To a solution of 12.7 g (0.1 M) 2-(2-thienyl)ethylamine in 20 ml dimethylformamide heated at 55° C. are added, over 10 minutes, 8.05 g (0.1 M) chloromethylmethylether diluted in 10 ml dimethylformamide. After addition of the chloromethylmethylether, the medium is maintained at 70° C. for 2 hours, and is then cooled to room temperature. The desired product precipitates out and is rinsed with acetone, to give 5.5 g 4,5,6,7-tetrahydro-thieno[3,2-c]-pyridine hydrochloride (M.p=225° C.; Yield: 31%). Reactants: Cc1n[nH]c(=O)n1-c1ccc(OCC(F)(F)C(F)F)cc1, CC(O)C1(c2ccc(F)cc2F)CO1. The product is Cc1nn(C(C)C2(c3ccc(F)cc3F)CO2)c(=O)n1-c1ccc(OCC(F)(F)C(F)F)cc1. RXN SMILES: [CH3:15][c:16]1[n:17](-[c:22]2[cH:23][cH:24][c:25]([O:28][CH2:29][C:30]([CH:31]([F:32])[F:33])([F:34])[F:35])[cH:26][cH:27]2)[c:18](=[O:21])[nH:19][n:20]1.[F:1][c:2]1[c:3]([C:9]2([CH:12]([CH3:13])[OH:14])[O:10][CH2:11]2)[cH:4][cH:5][c:6]([F:8])[cH:7]1>>[F:1][c:2]1[c:3]([C:9]2([CH:12]([CH3:13])[n:19]3[c:18](=[O:21])[n:17](-[c:22]4[cH:23][cH:24][c:25]([O:28][CH2:29][C:30]([CH:31]([F:32])[F:33])([F:34])[F:35])[cH:26][cH:27]4)[c:16]([CH3:15])[n:20]3)[O:10][CH2:11]2)[cH:4][cH:5][c:6]([F:8])[cH:7]1.